This data is from the Open Reaction Database (ORD), a public repository of structured organic reaction records. The task is: describe an organic reaction: reactants, conditions, products, and yield Product: CC(CS(=O)(=O)N1C(CC2(CCN(C2=O)C2=CC=C(C=C2)OC(F)(F)F)CC1)=O)C (8-(2-Methyl-propane-1-sulfonyl)-2-(4-trifluoromethoxy-phenyl)-2,8-diaza-spiro[4.5]decane-1,7-dione). As a reaction SMILES: [F:1][C:2]([F:23])([F:22])[O:3][C:4]1[CH:9]=[CH:8][C:7]([N:10]2[CH2:14][CH2:13][C:12]3([CH2:19][CH2:18][NH:17][C:16](=[O:20])[CH2:15]3)[C:11]2=[O:21])=[CH:6][CH:5]=1.[CH3:24][CH:25]([CH3:31])[CH2:26][S:27](Cl)(=[O:29])=[O:28]>>[CH3:24][CH:25]([CH3:31])[CH2:26][S:27]([N:17]1[CH2:18][CH2:19][C:12]2([C:11](=[O:21])[N:10]([C:7]3[CH:8]=[CH:9][C:4]([O:3][C:2]([F:1])([F:22])[F:23])=[CH:5][CH:6]=3)[CH2:14][CH2:13]2)[CH2:15][C:16]1=[O:20])(=[O:29])=[O:28]. Procedure: This material was prepared as a white solid in analogy to example 3 from 2-(4-trifluoromethoxy-phenyl)-2,8-diaza-spiro[4.5]decane-1,7-dione, product of example 1 step D), and 2-methyl-propane-1-sulfonyl chloride. MS (ESI): 466.1 (M+NH4)+. Starting materials: FC(OC1=CC=C(C=C1)N1C(C2(CC1)CC(NCC2)=O)=O)(F)F (2-(4-trifluoromethoxy-phenyl)-2,8-diaza-spiro[4.5]decane-1,7-dione), FC(OC1=CC=C(C=C1)N1C(C2(CC1)CC(NCC2)=O)=O)(F)F (2-(4-trifluoromethoxy-phenyl)-2,8-diaza-spiro[4.5]decane-1,7-dione), CC(CS(=O)(=O)Cl)C (2-methyl-propane-1-sulfonyl chloride).